From a dataset of the Open Reaction Database (ORD), a public repository of structured organic reaction records. describe an organic reaction: reactants, conditions, products, and yield The reactants are ClC=1N=C(C2=C(N1)C(CC2)C2=CC=C(C=C2)Cl)Cl (2,4-dichloro-7-(4-chlorophenyl)-6,7-dihydro-5H-cyclopenta[d]pyrimidine), methanamine, HCl salt, CCN(C(C)C)C(C)C (DIPEA). Solvent: CO (MeOH). Product: ClC=1N=C(C2=C(N1)C(CC2)C2=CC=C(C=C2)Cl)NC (2-chloro-7-(4-chlorophenyl)-N-methyl-6,7-dihydro-5H-cyclopenta[d]pyrimidin-4-amine). Yield: 34.3%. RXN SMILES: [Cl:1][C:2]1[N:3]=[C:4](Cl)[C:5]2[CH2:10][CH2:9][CH:8]([C:11]3[CH:16]=[CH:15][C:14]([Cl:17])=[CH:13][CH:12]=3)[C:6]=2[N:7]=1.C[CH2:20][N:21](C(C)C)C(C)C>CO>[Cl:1][C:2]1[N:3]=[C:4]([NH:21][CH3:20])[C:5]2[CH2:10][CH2:9][CH:8]([C:11]3[CH:16]=[CH:15][C:14]([Cl:17])=[CH:13][CH:12]=3)[C:6]=2[N:7]=1. Procedure details: A solution of 2,4-dichloro-7-(4-chlorophenyl)-6,7-dihydro-5H-cyclopenta[d]pyrimidine (300 mg, 1.001 mmol), methanamine, HCl salt (135 mg, 2.003 mmol) and DIPEA (0.700 mL, 4.01 mmol) in MeOH (6 mL) was stirred at rt for 30 min. The solvent was removed in vacuum and the crude product was purified by column chromatography on silica gel to afford 2-chloro-7-(4-chlorophenyl)-N-methyl-6,7-dihydro-5H-cyclopenta[d]pyrimidin-4-amine (101 mg, 0.343 mmol, 34.3% yield). LC-MS (M+H)+=294.2. Starting materials: N1C(=CC2=CC=CC=C12)C=1C=CC(=C(C1)N)OC (5-(1H-Indol-2-yl)-2-methoxy-phenylamine), N1C(=CC2=CC=CC=C12)C=1C=CC(=C(C1)N)OC (5-(1H-indol-2-yl)-2-methoxy-phenylamine), N(=C=S)C1=CC=C(C=C1)S(=O)(=O)N (4-isothiocyanatobenzene sulfonamide). The product is N1C(=CC2=CC=CC=C12)C=1C=CC(=C(C1)NC(NC1=CC=C(C=C1)S(=O)(=O)N)=S)OC (4-{3-[5-(1H-Indol-2-yl)-2-methoxy-phenyl]-thioureido}-benzenesulfonamide). RXN SMILES: [NH:1]1[C:9]2[C:4](=[CH:5][CH:6]=[CH:7][CH:8]=2)[CH:3]=[C:2]1[C:10]1[CH:11]=[CH:12][C:13]([O:17][CH3:18])=[C:14]([NH2:16])[CH:15]=1.[N:19]([C:22]1[CH:27]=[CH:26][C:25]([S:28]([NH2:31])(=[O:30])=[O:29])=[CH:24][CH:23]=1)=[C:20]=[S:21]>>[NH:1]1[C:9]2[C:4](=[CH:5][CH:6]=[CH:7][CH:8]=2)[CH:3]=[C:2]1[C:10]1[CH:11]=[CH:12][C:13]([O:17][CH3:18])=[C:14]([NH:16][C:20](=[S:21])[NH:19][C:22]2[CH:27]=[CH:26][C:25]([S:28]([NH2:31])(=[O:29])=[O:30])=[CH:24][CH:23]=2)[CH:15]=1. Reported procedure: The product from Example 1, Step B, 5-(1H-indol-2-yl)-2-methoxy-phenylamine (0.12 g, 0.1 mmol) was reacted with 4-isothiocyanatobenzene sulfonamide (0.108 g, 0.1 mmol) according to the procedure for Example 2 to give the product (0.14 g). The reactants are NC1=C(C=C(C(=C1)F)Br)/C=C/C(=O)OCC ((E)-ethyl 3-(2-amino-5-bromo-4-fluorophenyl)acrylate), O1CCOCC1 (1,4-Dioxane), CCN(C(C)C)C(C)C (DIPEA), C(C1=CC=CC=C1)S (benzyl mercaptan). Reagents/catalysts: C=1C=CC(=CC1)/C=C/C(=O)/C=C/C2=CC=CC=C2.C=1C=CC(=CC1)/C=C/C(=O)/C=C/C2=CC=CC=C2.C=1C=CC(=CC1)/C=C/C(=O)/C=C/C2=CC=CC=C2.[Pd].[Pd] (tris(dibenzylideneacetone)dipalladium), CC1(C2=C(C(=CC=C2)P(C3=CC=CC=C3)C4=CC=CC=C4)OC5=C(C=CC=C51)P(C6=CC=CC=C6)C7=CC=CC=C7)C (xantphos). Run in O (water). Conditions: temperature 80 celsius. Product: NC1=C(C=C(C(=C1)F)SCC1=CC=CC=C1)/C=C/C(=O)OCC ((E)-ethyl 3-(2-amino-5-(benzylthio)-4-fluorophenyl)acrylate). Isolated yield 59.8%. Reaction SMILES: [NH2:1][C:2]1[CH:7]=[C:6]([F:8])[C:5](Br)=[CH:4][C:3]=1/[CH:10]=[CH:11]/[C:12]([O:14][CH2:15][CH3:16])=[O:13].O1CCOCC1.CCN(C(C)C)C(C)C.[CH2:32]([SH:39])[C:33]1[CH:38]=[CH:37][CH:36]=[CH:35][CH:34]=1>O.C1C=CC(/C=C/C(/C=C/C2C=CC=CC=2)=O)=CC=1.C1C=CC(/C=C/C(/C=C/C2C=CC=CC=2)=O)=CC=1.C1C=CC(/C=C/C(/C=C/C2C=CC=CC=2)=O)=CC=1.[Pd].[Pd].CC1(C)C2C(=C(P(C3C=CC=CC=3)C3C=CC=CC=3)C=CC=2)OC2C(P(C3C=CC=CC=3)C3C=CC=CC=3)=CC=CC1=2>[NH2:1][C:2]1[CH:7]=[C:6]([F:8])[C:5]([S:39][CH2:32][C:33]2[CH:38]=[CH:37][CH:36]=[CH:35][CH:34]=2)=[CH:4][C:3]=1/[CH:10]=[CH:11]/[C:12]([O:14][CH2:15][CH3:16])=[O:13] |f:5.6.7.8.9|. Reported procedure: A screw cap vial was charged with (E)-ethyl 3-(2-amino-5-bromo-4-fluorophenyl)acrylate (4.00 g, 13.88 mmol), xantphos (0.402 g, 0.694 mmol)9), tris(dibenzylideneacetone)dipalladium (0.318 g, 0.347 mmol), 1,4-Dioxane (13.9 ml), and DIPEA (4.83 ml, 27.8 mmol). The vial was purged with Argon, sealed and heated to 80° C. for 10 minutes. The reaction was cooled to RT and benzyl mercaptan (1.724 ml, 14.58 mmol) was added and the reaction was continued heating at 80° C. for an additional 90 minutes. Th... Starting materials: ClC=1C=C(C=CC1OC(C)C)C1=NC(=NO1)C=1C=CC=C2C(=CNC12)CCC=O (3-[7-(5-{3-chloro-4-[(1-methylethyl)oxy]phenyl}-1,2,4-oxadiazol-3-yl)-1H-indol-3-yl]propanal), NCC(=O)OCC (ethyl glycinate), C(C)(=O)O (acetic acid), C(C)(=O)O[BH-](OC(C)=O)OC(C)=O.[Na+] (sodium triacetoxyborohydride). Run in C(Cl)Cl (DCM). Run at temperature 20 celsius, time 2 hour. Yields the product crude product, ClC=1C=C(C=CC1OC(C)C)C1=NC(=NO1)C=1C=CC=C2C(=CNC12)CCCNCC(=O)OCC (ethyl N-{3-[7-(5-{3-chloro-4-[(1-methylethyl)oxy]phenyl}-1,2,4-oxadiazol-3-yl)-1H-indol-3-yl]propyl}glycinate). Isolated yield 82.5%. Reaction SMILES: [Cl:1][C:2]1[CH:3]=[C:4]([C:12]2[O:16][N:15]=[C:14]([C:17]3[CH:18]=[CH:19][CH:20]=[C:21]4[C:25]=3[NH:24][CH:23]=[C:22]4[CH2:26][CH2:27][CH:28]=O)[N:13]=2)[CH:5]=[CH:6][C:7]=1[O:8][CH:9]([CH3:11])[CH3:10].[NH2:30][CH2:31][C:32]([O:34][CH2:35][CH3:36])=[O:33].C(O)(=O)C.C(O[BH-](OC(=O)C)OC(=O)C)(=O)C.[Na+]>C(Cl)Cl>[Cl:1][C:2]1[CH:3]=[C:4]([C:12]2[O:16][N:15]=[C:14]([C:17]3[CH:18]=[CH:19][CH:20]=[C:21]4[C:25]=3[NH:24][CH:23]=[C:22]4[CH2:26][CH2:27][CH2:28][NH:30][CH2:31][C:32]([O:34][CH2:35][CH3:36])=[O:33])[N:13]=2)[CH:5]=[CH:6][C:7]=1[O:8][CH:9]([CH3:10])[CH3:11] |f:3.4|. Reported procedure: To a stirred solution of 3-[7-(5-{3-chloro-4-[(1-methylethyl)oxy]phenyl}-1,2,4-oxadiazol-3-yl)-1H-indol-3-yl]propanal (D92) (100 mg), ethyl glycinate (50 mg) and acetic acid (5 mg) in DCM (15 mL) was added sodium triacetoxyborohydride (52 mg). The reaction mixture was stirred at 20° C. for 2 h. The reaction mixture was partitioned between DCM (25 mL) and water (25 mL). The organic phase was washed with water, dried over sodium sulphate and evaporated in vacuo to afford the crude product ethyl N-... Starting materials: COC(=O)[C@H]1N(C[C@@H](C1)N(C)C)C(=O)OCC1=CC=CC=C1 ((2S,4R)-4-dimethylamino-pyrrolidine-1,2-dicarboxylic acid 1-benzyl ester 2-methyl ester). The reagents and catalysts are [Pd] (palladium on carbon). Run in CO (methanol). Conditions: time 16 hour. The product is COC(=O)[C@H]1NC[C@@H](C1)N(C)C ((2S,4R)-4-Dimethylamino-pyrrolidine-2-carboxylic acid methyl ester). RXN SMILES: [CH3:1][O:2][C:3]([C@@H:5]1[CH2:9][C@@H:8]([N:10]([CH3:12])[CH3:11])[CH2:7][N:6]1C(OCC1C=CC=CC=1)=O)=[O:4]>[Pd].CO>[CH3:1][O:2][C:3]([C@@H:5]1[CH2:9][C@@H:8]([N:10]([CH3:11])[CH3:12])[CH2:7][NH:6]1)=[O:4]. Procedure details: A mixture of (2S,4R)-4-dimethylamino-pyrrolidine-1,2-dicarboxylic acid 1-benzyl ester 2-methyl ester (420 mg), 10% palladium on carbon (80 mg) and methanol (10 ml) is stirred for 16 hours under an atmosphere of hydrogen. Filtration and evaporation gives the title compound which is used without purification in the following steps.